Dataset: the Open Reaction Database (ORD), a public repository of structured organic reaction records. Task: describe an organic reaction: reactants, conditions, products, and yield Reactants: OCCCC1=CC=C(C=C1)C1C(CN(CC1)C(=O)OC(C)(C)C)OCC1=CC2=CC=CC=C2C=C1 (tert-butyl (3RS,4RS)-4-[4-(3-hydroxy-propyl)-phenyl]-3-(naphthalen-2-ylmethoxy)-piperidine-1-carboxylate), ClC1=C(C(=O)Cl)C=CC=C1 (2-chloro-benzoyl chloride). The product is ClC1=C(C(=O)OCCCC2=CC=C(C=C2)C2C(CN(CC2)C(=O)OC(C)(C)C)OCC2=CC3=CC=CC=C3C=C2)C=CC=C1 (tert-butyl (3RS,4RS)-4-[4-[3-(2-chloro-benzoyloxy)-propyl]-phenyl]-3-(naphthalen-2-ylmethoxy)-piperidine-1-carboxylate). Reaction SMILES: [OH:1][CH2:2][CH2:3][CH2:4][C:5]1[CH:10]=[CH:9][C:8]([CH:11]2[CH2:16][CH2:15][N:14]([C:17]([O:19][C:20]([CH3:23])([CH3:22])[CH3:21])=[O:18])[CH2:13][CH:12]2[O:24][CH2:25][C:26]2[CH:35]=[CH:34][C:33]3[C:28](=[CH:29][CH:30]=[CH:31][CH:32]=3)[CH:27]=2)=[CH:7][CH:6]=1.[Cl:36][C:37]1[CH:45]=[CH:44][CH:43]=[CH:42][C:38]=1[C:39](Cl)=[O:40]>>[Cl:36][C:37]1[CH:45]=[CH:44][CH:43]=[CH:42][C:38]=1[C:39]([O:1][CH2:2][CH2:3][CH2:4][C:5]1[CH:6]=[CH:7][C:8]([CH:11]2[CH2:16][CH2:15][N:14]([C:17]([O:19][C:20]([CH3:21])([CH3:22])[CH3:23])=[O:18])[CH2:13][CH:12]2[O:24][CH2:25][C:26]2[CH:35]=[CH:34][C:33]3[C:28](=[CH:29][CH:30]=[CH:31][CH:32]=3)[CH:27]=2)=[CH:9][CH:10]=1)=[O:40]. Procedure: Acylation of tert-butyl (3RS,4RS)-4-[4-(3-hydroxy-propyl)-phenyl]-3-(naphthalen-2-ylmethoxy)-piperidine-1-carboxylate with 2-chloro-benzoyl chloride analogously to the procedure described in Example 22(k) gave tert-butyl (3RS,4RS)-4-[4-[3-(2-chloro-benzoyloxy)-propyl]-phenyl]-3-(naphthalen-2-ylmethoxy)-piperidine-1-carboxylate as a colourless, amorphous solid; MS: 614.6, 616 (M+H)+. Starting materials: FC=1C(NC(N([C@H]2[C@H](O)[C@H](O)[C@@H](CO)O2)C1)=O)=O (5-fluorouridine), COC(C)(C)OC (2,2-dimethoxypropane), O.C1(=CC=C(C=C1)S(=O)(=O)O)C (p-toluenesulfonic acid monohydrate), C(O)([O-])=O.[Na+] (sodium hydrogen carbonate). Solvent: CC(=O)C (acetone). Reaction conditions: time 8 hour. The product is CC1(OC2[C@H](O[C@H](C2O1)N3C=C(C(=O)NC3=O)F)CO)C (2',3'-O-isopropylidene-5-fluorouridine). Isolated yield 84.0%. RXN SMILES: [F:1][C:2]1[C:3](=[O:18])[NH:4][C:5](=[O:17])[N:6]([CH:16]=1)[C@@H:7]1[O:15][C@H:12]([CH2:13][OH:14])[C@@H:10]([OH:11])[C@H:8]1[OH:9].CO[C:21](OC)([CH3:23])[CH3:22].O.C1(C)C=CC(S(O)(=O)=O)=CC=1.C(=O)([O-])O.[Na+]>CC(C)=O>[CH3:22][C:21]1([CH3:23])[O:9][CH:8]2[CH:10]([C@@H:12]([CH2:13][OH:14])[O:15][C@H:7]2[N:6]2[C:5](=[O:17])[NH:4][C:3](=[O:18])[C:2]([F:1])=[CH:16]2)[O:11]1 |f:2.3,4.5|. Procedure: In 750 ml of acetone were added 15 g of 5-fluorouridine, 7.5 ml of 2,2-dimethoxypropane and 1.1 g of p-toluenesulfonic acid monohydrate, and the mixture was reacted at room temperature for 4.5 hours under stirring. After allowed to stand overnight at room temperature, 5 g of sodium hydrogen carbonate was added to the reaction mixture and the mixture was stirred at room temperature for 2.5 hours. After insolubles were filtered off, the filtrate was condensed under reduced pressure, and the obtain...